From a dataset of the Open Reaction Database (ORD), a public repository of structured organic reaction records. describe an organic reaction: reactants, conditions, products, and yield Reactants: C(C)(C)(C)OC(=O)N[C@H](C(=O)N[C@H](C(=O)O)CC1=CC(=C(C=C1)OCC(=O)OC)C(=O)OC)CC1=CC=CC=C1 ((2S)-2-({(2S)-2-[(tert-butoxycarbonyl)amino]-3-phenylpropanoyl}amino)-3-[3-(methoxycarbonyl)-4-(2-methoxy-2-oxoethoxy)phenyl]propanoic acid), CC(CC(C1=CC=CC=C1)C1=CC=CC=C1)N (1-methyl-3,3-diphenylpropylamine). The product is C(C)(C)(C)OC(=O)N[C@H](C(=O)N[C@@H](CC=1C=CC(=C(C(=O)O)C1)OCC(=O)O)C(=O)NC(CC(C1=CC=CC=C1)C1=CC=CC=C1)C)CC1=CC=CC=C1 (5-[(2S)-2-({(2S)-2-[(tert-butoxycarbonyl)amino]-3-phenylpropanoyl}amino)-3-[(1-methyl-3,3-diphenylpropyl)amino]-3-oxopropyl]-2-(carboxymethoxy)benzoic acid). The yield is 26.3%. RXN SMILES: [C:1]([O:5][C:6]([NH:8][C@@H:9]([CH2:34][C:35]1[CH:40]=[CH:39][CH:38]=[CH:37][CH:36]=1)[C:10]([NH:12][C@@H:13]([CH2:17][C:18]1[CH:23]=[CH:22][C:21]([O:24][CH2:25][C:26]([O:28]C)=[O:27])=[C:20]([C:30]([O:32]C)=[O:31])[CH:19]=1)[C:14](O)=[O:15])=[O:11])=[O:7])([CH3:4])([CH3:3])[CH3:2].[CH3:41][CH:42]([NH2:57])[CH2:43][CH:44]([C:51]1[CH:56]=[CH:55][CH:54]=[CH:53][CH:52]=1)[C:45]1[CH:50]=[CH:49][CH:48]=[CH:47][CH:46]=1>>[C:1]([O:5][C:6]([NH:8][C@@H:9]([CH2:34][C:35]1[CH:36]=[CH:37][CH:38]=[CH:39][CH:40]=1)[C:10]([NH:12][C@H:13]([C:14]([NH:57][CH:42]([CH3:41])[CH2:43][CH:44]([C:45]1[CH:50]=[CH:49][CH:48]=[CH:47][CH:46]=1)[C:51]1[CH:56]=[CH:55][CH:54]=[CH:53][CH:52]=1)=[O:15])[CH2:17][C:18]1[CH:23]=[CH:22][C:21]([O:24][CH2:25][C:26]([OH:28])=[O:27])=[C:20]([CH:19]=1)[C:30]([OH:32])=[O:31])=[O:11])=[O:7])([CH3:2])([CH3:4])[CH3:3]. Procedure details: Synthesis was performed from (2S)-2-({(2S)-2-[(tert-butoxycarbonyl)amino]-3-phenylpropanoyl}amino)-3-[3-(methoxycarbonyl)-4-(2-methoxy-2-oxoethoxy)phenyl]propanoic acid (88 mg, 0.16 mmol) and 1-methyl-3,3-diphenylpropylamine (45 mg, 0.19 mmol) according to Method C with HPLC purification to give the title compound (31 mg) as a diastereomeric mixture in a 2:1 ratio. HRMS m/z 737.3312 (calc. of monoisotopic mass for C42H47N3O9 gives 737.3329). The reactants are [Si](C)(C)(C(C)(C)C)OCCCN1N=C(N=N1)C=1C=C(C=NC1)C#CC=1C=C(C=CC1)NC(=O)C=1OC=CC1C (N-(3-((5-(2-(3-((tert-butyldimethylsilyl)oxy)propyl)-2H-tetrazol-5-yl)pyridin-3-yl)ethynyl)phenyl)-3-methylfuran-2-carboxamide), [F-].C(CCC)[N+](CCCC)(CCCC)CCCC (tetrabutylammonium fluoride). The solvent is C1CCOC1 (THF). Run at temperature 0 celsius. Product: OCCCN1N=C(N=N1)C=1C=C(C=NC1)C#CC=1C=C(C=CC1)NC(=O)C=1OC=CC1C (N-[3-({5-[2-(3-hydroxypropyl)-2H-tetrazol-5-yl]pyridin-3-yl}ethynyl)phenyl]-3-methyl-2-furamide). Reaction SMILES: [Si]([O:8][CH2:9][CH2:10][CH2:11][N:12]1[N:16]=[N:15][C:14]([C:17]2[CH:18]=[C:19]([C:23]#[C:24][C:25]3[CH:26]=[C:27]([NH:31][C:32]([C:34]4[O:35][CH:36]=[CH:37][C:38]=4[CH3:39])=[O:33])[CH:28]=[CH:29][CH:30]=3)[CH:20]=[N:21][CH:22]=2)=[N:13]1)(C(C)(C)C)(C)C.[F-].C([N+](CCCC)(CCCC)CCCC)CCC>C1COCC1>[OH:8][CH2:9][CH2:10][CH2:11][N:12]1[N:16]=[N:15][C:14]([C:17]2[CH:18]=[C:19]([C:23]#[C:24][C:25]3[CH:26]=[C:27]([NH:31][C:32]([C:34]4[O:35][CH:36]=[CH:37][C:38]=4[CH3:39])=[O:33])[CH:28]=[CH:29][CH:30]=3)[CH:20]=[N:21][CH:22]=2)=[N:13]1 |f:1.2|. Reported procedure: To the solution of N-(3-((5-(2-(3-((tert-butyldimethylsilyl)oxy)propyl)-2H-tetrazol-5-yl)pyridin-3-yl)ethynyl)phenyl)-3-methylfuran-2-carboxamide (71 mg, 0.131 mmol, 1 eq) in anhydrous THF (2.6 mL) under nitrogen atmosphere at 0° C. was added dropwise a solution of tetrabutylammonium fluoride (1.0 M in THF, 0.393 mL, 3 eq). The clear reaction solution was stirred at 0° C. using an ice-bath for 3 hours. The solution was then partitioned between ethyl acetate and saturated aqueous sodium bicarbona... The reactants are CN(C)C=O, O=C(c1ccc(F)cc1Cl)N1CCn2ccnc2C1, O=C1CCC(=O)N1Br. Yields the product O=C(c1ccc(F)cc1Cl)N1CCn2c(Br)cnc2C1. Reaction SMILES: [CH3:28][N:29]([CH3:30])[CH:31]=[O:32].[Cl:1][c:2]1[c:3]([C:9](=[O:10])[N:11]2[CH2:12][c:13]3[n:14]([cH:17][cH:18][n:19]3)[CH2:15][CH2:16]2)[cH:4][cH:5][c:6]([F:8])[cH:7]1.[O:20]=[C:21]1[N:22]([Br:27])[C:23](=[O:24])[CH2:25][CH2:26]1>>[Cl:1][c:2]1[c:3]([C:9](=[O:10])[N:11]2[CH2:12][c:13]3[n:14]([c:17]([Br:27])[cH:18][n:19]3)[CH2:15][CH2:16]2)[cH:4][cH:5][c:6]([F:8])[cH:7]1. Reactants: CCO, [H][H], O=S1(=O)C=Cc2ccccc21. Product: O=S1(=O)CCc2ccccc21. RXN SMILES: [CH3:14][CH2:15][OH:16].[H:12][H:13].[S:1]1(=[O:10])(=[O:11])[c:2]2[c:3]([cH:6][cH:7][cH:8][cH:9]2)[CH:4]=[CH:5]1>>[S:1]1(=[O:10])(=[O:11])[c:2]2[c:3]([cH:6][cH:7][cH:8][cH:9]2)[CH2:4][CH2:5]1. Reactants: C(C1=CC=CC=C1)NC1(CCC1)CNC1=NC(=NC2=CC=C(C=C12)C)N1CCS(C2=C(C1)C=CC=C2)(=O)=O (N-[(1-benzylamino-cyclobutyl)methyl]-2-(1,1-dioxido-2,3-dihydro-1,4-benzothiazepin-4(5H)-yl)-6-methylquinazolin-4-amine), FC(C(=O)O)(F)F (trifluoroacetic acid). The reagents and catalysts are [OH-].[OH-].[Pd+2] (palladium hydroxide on carbon). Run in CO (methanol). Run at time 24 hour. The product is NC1(CCC1)CNC1=NC(=NC2=CC=C(C=C12)C)N1CCS(C2=C(C1)C=CC=C2)(=O)=O (N-[(1-Aminocyclobutyl)methyl]-2-(1,1-dioxido-2,3-dihydro-1,4-benzothiazepin-4(5H)-yl)-6-methylquinazolin-4-amine). The yield is 57.5%. As a reaction SMILES: C([NH:8][C:9]1([CH2:13][NH:14][C:15]2[C:24]3[C:19](=[CH:20][CH:21]=[C:22]([CH3:25])[CH:23]=3)[N:18]=[C:17]([N:26]3[CH2:32][C:31]4[CH:33]=[CH:34][CH:35]=[CH:36][C:30]=4[S:29](=[O:38])(=[O:37])[CH2:28][CH2:27]3)[N:16]=2)[CH2:12][CH2:11][CH2:10]1)C1C=CC=CC=1.FC(F)(F)C(O)=O>CO.[OH-].[OH-].[Pd+2]>[NH2:8][C:9]1([CH2:13][NH:14][C:15]2[C:24]3[C:19](=[CH:20][CH:21]=[C:22]([CH3:25])[CH:23]=3)[N:18]=[C:17]([N:26]3[CH2:32][C:31]4[CH:33]=[CH:34][CH:35]=[CH:36][C:30]=4[S:29](=[O:38])(=[O:37])[CH2:28][CH2:27]3)[N:16]=2)[CH2:12][CH2:11][CH2:10]1 |f:3.4.5|. Procedure: A mixture of N-[(1-benzylamino-cyclobutyl)methyl]-2-(1,1-dioxido-2,3-dihydro-1,4-benzothiazepin-4(5H)-yl)-6-methylquinazolin-4-amine (220 mg, 0.417 mmol), 10% of palladium hydroxide on carbon (30 mg), and trifluoroacetic acid (160 μL) in methanol (20 mL) was stirred at room temperature for 24 hours under a hydrogen atmosphere. The resulting mixture was filtered, and the filtrate was adjusted to pH 8-9 by the addition of a solution of ammonia in methanol (7 M), and concentrated in vacuo. The resi... Reaction SMILES: [CH2:1]=O.[CH:3]1([NH:6][C@H:7]2[CH2:12][CH2:11][C@H:10]3[C@H:13]4[C@H:23]([CH2:24][CH2:25][C@:8]23[CH3:9])[C@:21]2([CH3:22])[C:16]([C:17]([F:28])([F:27])[C@@H:18]([OH:26])[CH2:19][CH2:20]2)=[CH:15][CH2:14]4)[CH2:5][CH2:4]1.[OH-].[Na+]>C(O)=O>[F:28][C:17]1([F:27])[C@@H:18]([OH:26])[CH2:19][CH2:20][C@@:21]2([CH3:22])[C:16]1=[CH:15][CH2:14][C@@H:13]1[C@@H:23]2[CH2:24][CH2:25][C@@:8]2([CH3:9])[C@H:10]1[CH2:11][CH2:12][C@@H:7]2[N:6]([CH:3]1[CH2:5][CH2:4]1)[CH3:1] |f:2.3|. Procedure details: To a mixture of 10 ml of formic acid and 5 ml of formaldehyde is added 1.4 g of 17β-(cyclopropylamino)-4,4-difluoroandrost-5-en-3β-ol. The mixture is heated at reflux for 5 hours, the volume is then reduced to 7.5 ml in vacuo, and 10 ml of 50% (w/w) aqueous sodium hydroxide is added. The aqueous layer is separated and extracted with ethyl acetate and the combined organic solutions are dried over magnesium sulfate. The solvent is then removed in vacuo and the residual product is purified by flash... Solvent: C(=O)O (formic acid). Reactants: C=O (formaldehyde), C1(CC1)N[C@@H]1[C@]2(C)[C@@H](CC1)[C@@H]1CC=C3C([C@H](CC[C@]3(C)[C@H]1CC2)O)(F)F (17β-(cyclopropylamino)-4,4-difluoroandrost-5-en-3β-ol), [OH-].[Na+] (sodium hydroxide). Yields the product FC1(C2=CC[C@H]3[C@@H]4CC[C@@H]([C@@]4(C)CC[C@@H]3[C@]2(CC[C@@H]1O)C)N(C)C1CC1)F (4,4-difluoro-17β-[N-methyl(cyclopropylamino)]androst-5-en-3β-ol). Reactants: [Na+].C(#N)C=1C=C(CS(=O)(=O)[O-])C=CC1 (3-cyanobenzylsulfonic acid sodium salt), ice, P(Cl)(Cl)(Cl)(Cl)Cl (PCl5), ice. The solvent is P(=O)(Cl)(Cl)Cl (phosphoryl chloride). Conditions: temperature 80 celsius, time 15 minute. The product is C(#N)C=1C=C(CS(=O)(=O)Cl)C=CC1 (3-(Cyano)benzylsulfonyl Chloride). As a reaction SMILES: [Na+].[C:2]([C:4]1[CH:5]=[C:6]([CH:12]=[CH:13][CH:14]=1)[CH2:7][S:8]([O-])(=[O:10])=[O:9])#[N:3].P(Cl)(Cl)(Cl)(Cl)[Cl:16]>P(Cl)(Cl)(Cl)=O>[C:2]([C:4]1[CH:5]=[C:6]([CH:12]=[CH:13][CH:14]=1)[CH2:7][S:8]([Cl:16])(=[O:10])=[O:9])#[N:3] |f:0.1|. Reported procedure: 5 g (22.83 mmol) of 3-cyanobenzylsulfonic acid sodium salt were moistened with approx. 20 ml of phosphoryl chloride, after which 5.2 g (25.11 mmol) of PCl5 were added and the mixture was stirred for 15 min while being cooled with ice. The mixture was then heated at 80° C. for 4 h. After that, the mixture was poured onto ice and stirred vigorously for 30 min in connection with which the product sedimented as a white solid on the ice. After the ice had been partially thawed, the mixture was filter... Reactants: COc1ccc(-c2ccc(=O)n(CC(=O)O)c2)cc1, CCN=C=NCCCN(C)C, CCOC(C)=O, CNCc1cccc(Cl)c1, ClCCl, Cl, Oc1cccc2[nH]nnc12. The product is COc1ccc(-c2ccc(=O)n(CC(=O)N(C)Cc3cccc(Cl)c3)c2)cc1. RXN SMILES: [CH3:11][O:12][c:13]1[cH:14][cH:15][c:16](-[c:19]2[cH:20][cH:21][c:22](=[O:29])[n:23]([CH2:25][C:26](=[O:27])[OH:28])[cH:24]2)[cH:17][cH:18]1.[CH3:40][CH2:41][N:42]=[C:43]=[N:44][CH2:45][CH2:46][CH2:47][N:48]([CH3:49])[CH3:50].[CH3:55][CH2:56][O:57][C:58]([CH3:59])=[O:60].[Cl:1][c:2]1[cH:3][c:4]([CH2:8][NH:9][CH3:10])[cH:5][cH:6][cH:7]1.[Cl:52][CH2:53][Cl:54].[ClH:51].[OH:30][c:31]1[c:32]2[n:33][n:34][nH:35][c:36]2[cH:37][cH:38][cH:39]1>>[Cl:1][c:2]1[cH:3][c:4]([CH2:8][N:9]([CH3:10])[C:26]([CH2:25][n:23]2[c:22](=[O:29])[cH:21][cH:20][c:19](-[c:16]3[cH:15][cH:14][c:13]([O:12][CH3:11])[cH:18][cH:17]3)[cH:24]2)=[O:28])[cH:5][cH:6][cH:7]1. Reactants: FC1=C(C=C(C(=C1)F)F)C1=CCC2(OCCO2)CC1 (8-(2,4,5-trifluorophenyl)-1,4-dioxaspiro[4.5]dec-7-ene). The reagents and catalysts are [Pd] (palladium on carbon). Run in CO (methanol), C(C)(=O)OCC (ethyl acetate). Conditions: time 8 hour. Yields the product FC1=C(C=C(C(=C1)F)F)C1CCC2(OCCO2)CC1 (8-(2,4,5-Trifluorophenyl)-1,4-dioxaspiro[4.5]decane). Reaction SMILES: [F:1][C:2]1[CH:7]=[C:6]([F:8])[C:5]([F:9])=[CH:4][C:3]=1[C:10]1[CH2:19][CH2:18][C:13]2([O:17][CH2:16][CH2:15][O:14]2)[CH2:12][CH:11]=1>CO.C(OCC)(=O)C.[Pd]>[F:1][C:2]1[CH:7]=[C:6]([F:8])[C:5]([F:9])=[CH:4][C:3]=1[CH:10]1[CH2:11][CH2:12][C:13]2([O:14][CH2:15][CH2:16][O:17]2)[CH2:18][CH2:19]1. Procedure details: A solution of 8-(2,4,5-trifluorophenyl)-1,4-dioxaspiro[4.5]dec-7-ene in methanol (240 mL) and ethyl acetate (5 mL) was treated with 10% palladium on carbon (7.0 g) and stirred under an atmosphere of hydrogen gas (40 psig) overnight. The reaction mixture was filtered over Celite. The filtrate was concentrated and chromatographed (silica gel, gradient 5-7% ethyl acetate in hexane) to yield the title compound.